Dataset: the Open Reaction Database (ORD), a public repository of structured organic reaction records. Task: describe an organic reaction: reactants, conditions, products, and yield Starting materials: NCC(=O)O (glycine), [OH-].[Na+] (NaOH), C(C)O (ethanol), Cl (hydrochloride), resultant mixture, C(C1CO1)OCCCCCCCCCCCCCC (tetradecyl glycidyl ether), C(C)O (ethanol). Run at temperature 80 celsius. The product is OCCNCCC(COCCCCCCCCCCCC)(O)C (4-(2-hydroxyethylamino)-1-dodecyloxy-2-methyl-2-butanol). The yield is 30.7%. Reaction SMILES: [NH2:1][CH2:2][C:3]([OH:5])=O.[OH-].[Na+].[CH2:8]([O:12][CH2:13][CH2:14][CH2:15][CH2:16][CH2:17][CH2:18][CH2:19][CH2:20][CH2:21][CH2:22][CH2:23][CH2:24]CC)[CH:9]1[O:11][CH2:10]1.Cl.[CH2:28](O)[CH3:29]>>[OH:5][CH2:3][CH2:2][NH:1][CH2:28][CH2:29][C:9]([CH3:10])([OH:11])[CH2:8][O:12][CH2:13][CH2:14][CH2:15][CH2:16][CH2:17][CH2:18][CH2:19][CH2:20][CH2:21][CH2:22][CH2:23][CH3:24] |f:1.2|. Procedure details: A 300-ml two-necked flask equipped with a stirrer was charged with 7.51 g (0.1 mol) of glycine, 8.3 g (0.1 mol) of 48% NaOH and 200 ml of ethanol. While stirring the mixture at 80° C., an ethanol solution of 2.70 g (10 mmol) of tetradecyl glycidyl ether was added, and the resultant mixture was stirred for 3 hours. After ethanol was distilled off under reduced pressure, methanol and hydrochloric acid was added to the mixture to acidify it. The mixture was subjected to extraction with chloroform. ... Starting materials: C(C)(=O)N(C(COC1=CC=C(C=C1)OCCCCCCCCCCCCCCCC)=O)CC1=NC=CC=C1 (N-Acetyl-2-[4-(hexadecyloxy)phenoxy]-N-(2-pyridinylmethyl)acetamide), CI (methyl iodide). Product: [I-].C(C)(=O)N(C(COC1=CC=C(C=C1)OCCCCCCCCCCCCCCCC)=O)CC1=[N+](C=CC=C1)C (2-[[Acetyl[[4-(hexadecyloxy)phenoxy]acetyl]amino]methyl]-1-methylpyridinium iodide). Isolated yield 88.1%. As a reaction SMILES: [C:1]([N:4]([CH2:32][C:33]1[CH:38]=[CH:37][CH:36]=[CH:35][N:34]=1)[C:5](=[O:31])[CH2:6][O:7][C:8]1[CH:13]=[CH:12][C:11]([O:14][CH2:15][CH2:16][CH2:17][CH2:18][CH2:19][CH2:20][CH2:21][CH2:22][CH2:23][CH2:24][CH2:25][CH2:26][CH2:27][CH2:28][CH2:29][CH3:30])=[CH:10][CH:9]=1)(=[O:3])[CH3:2].[CH3:39][I:40]>>[I-:40].[C:1]([N:4]([CH2:32][C:33]1[CH:38]=[CH:37][CH:36]=[CH:35][N+:34]=1[CH3:39])[C:5](=[O:31])[CH2:6][O:7][C:8]1[CH:9]=[CH:10][C:11]([O:14][CH2:15][CH2:16][CH2:17][CH2:18][CH2:19][CH2:20][CH2:21][CH2:22][CH2:23][CH2:24][CH2:25][CH2:26][CH2:27][CH2:28][CH2:29][CH3:30])=[CH:12][CH:13]=1)(=[O:3])[CH3:2] |f:2.3|. Procedure: The title compound is prepared by the procedure of Example 28, using 0.268 g of product from Example 90 and 3.63 g of methyl iodide. The residue is crystallized from hot methyl alcohol/chloroform to give 0.30 g of the desired product as colorless needles. The reactants are ester, C(OC)COC (dimethoxyethane), NCCCCCCCCCCCC(=O)O (12-aminododecanoic acid), O1CCOCC1 (dioxane). Yields the product O=C(CCCCCCCCCCCCCCC)NCCCCCCCCCCCC(=O)O (N-(1-Oxohexadecyl)-12-aminododecanoic acid). Isolated yield 72.0%. Reaction SMILES: [NH2:1][CH2:2][CH2:3][CH2:4][CH2:5][CH2:6][CH2:7][CH2:8][CH2:9][CH2:10][CH2:11][CH2:12][C:13]([OH:15])=[O:14].[O:16]1[CH2:21][CH2:20]OCC1.[CH2:22]([CH2:25]OC)OC>>[O:16]=[C:21]([NH:1][CH2:2][CH2:3][CH2:4][CH2:5][CH2:6][CH2:7][CH2:8][CH2:9][CH2:10][CH2:11][CH2:12][C:13]([OH:15])=[O:14])[CH2:20][CH2:13][CH2:12][CH2:11][CH2:10][CH2:9][CH2:8][CH2:7][CH2:6][CH2:5][CH2:4][CH2:3][CH2:2][CH2:22][CH3:25]. Reported procedure: A sample of 5.13 g (20.0 mmol) hexadecanoic acid, 2.30 g (20.0 mmol) N-hydroxysuccinimide and 4.53 g (22.0 mmol) dicyclohexylcarbodiimide (DOC) was dissolved in 20 ml dry tetrahydrofurane or methylenechloride. The temperature of the reaction mixture was kept at 20° C. and the mixture stirred overnight under an atmosphere of nitrogen. The precipitate was removed by filtration and the filtrate concentrated by rotoevaporation to dryness to yield 6.0 g (85%) of the succinimidylester. 180 mg (0.509 m... Reaction SMILES: [O:1]=[CH:2][C@@H:3]([C@H:5]([C@@H:7]([C@@H:9](CO)[OH:10])[OH:8])[OH:6])[OH:4].O=C[C@H]([C@@H]([C@@H](CO)O)O)O.O=C[C@H]([C@H]([C@@H]([C@@H](CO)O)O)O)O>>[O:1]=[CH:2][C@@H:3]([C@H:5]([C@@H:7]([CH2:9][OH:10])[OH:8])[OH:6])[OH:4]. The reactants are carbohydrate, carbohydrate, 12(A), 12(B), O=C[C@@H](O)[C@@H](O)[C@H](O)[C@H](O)CO (mannose), O=C[C@H](O)[C@@H](O)[C@H](O)[C@H](O)CO (glucose), O=C[C@@H](O)[C@H](O)[C@H](O)CO (arabinose), hemicellulose. Procedure details: Recovery of carbohydrate and non-carbohydrate products from wheat straw was not greatly affected by scale of the reaction column (FIGS. 12(A), 12(B)). No differences were observed in the recovery of glucose or of the minor hemicellulose carbohydrates galactose, arabinose, and mannose for all column scales (FIG. 12(A)). The pilot-scale apparatus produced approximately 26 g more xylose per kilogram of dry straw than did the scale-up unit (FIG. 12(A)). However, the solid residues from both scales y... Product: O=C[C@H](O)[C@@H](O)[C@H](O)CO (xylose). Starting materials: N1C(=CC2=CC=CC=C12)CC(=O)O (Indoleacetic acid), C(C)(=O)OC(C)=O (acetic anhydride), B(F)(F)F (boron trifluoride). The product is CC=1OC(C=C2C1NC1=CC=CC=C21)=O (1-methylpyrano[3,4-b]indol-3-one). RXN SMILES: [NH:1]1[C:9]2[C:4](=[CH:5][CH:6]=[CH:7][CH:8]=2)[CH:3]=[C:2]1[CH2:10][C:11](O)=O.[C:14]([O:17]C(=O)C)(=[O:16])[CH3:15].B(F)(F)F>>[CH3:11][C:10]1[O:17][C:14](=[O:16])[CH:15]=[C:3]2[C:4]3[C:9](=[CH:8][CH:7]=[CH:6][CH:5]=3)[NH:1][C:2]=12. Procedure: Indoleacetic acid was reacted with acetic anhydride in the presence of boron trifluoride to obtain 1-methylpyrano[3,4-b]indol-3-one. The product was reacted with dimethyl acetylenedicarboxylate to obtain dimethyl 1-methylcarbazole-2,3-dicarboxylate.